Task: describe an organic reaction: reactants, conditions, products, and yield. Dataset: the Open Reaction Database (ORD), a public repository of structured organic reaction records The reactants are ClC1=NC(=NC(=C1)C1=C(C=CC(=C1)Cl)OCC)N (4-chloro-6-(5-chloro-2-ethoxy-phenyl)-pyrimidin-2-ylamine), ClC1=C(N)C=CC=C1 (2-chloroaniline). Yields the product ClC=1C=CC(=C(C1)C1=CC(=NC(=N1)N)NC1=C(C=CC=C1)Cl)OCC (6-(5-Chloro-2-ethoxy-phenyl)-N*4*-(2-chloro-phenyl)-pyrimidine-2,4-diamine). Yield: 31.0%. As a reaction SMILES: Cl[C:2]1[CH:7]=[C:6]([C:8]2[CH:13]=[C:12]([Cl:14])[CH:11]=[CH:10][C:9]=2[O:15][CH2:16][CH3:17])[N:5]=[C:4]([NH2:18])[N:3]=1.[Cl:19][C:20]1[CH:26]=[CH:25][CH:24]=[CH:23][C:21]=1[NH2:22]>>[Cl:14][C:12]1[CH:11]=[CH:10][C:9]([O:15][CH2:16][CH3:17])=[C:8]([C:6]2[N:5]=[C:4]([NH2:18])[N:3]=[C:2]([NH:22][C:21]3[CH:23]=[CH:24][CH:25]=[CH:26][C:20]=3[Cl:19])[CH:7]=2)[CH:13]=1. Procedure details: Following the method described in Example 53, 4-chloro-6-(5-chloro-2-ethoxy-phenyl)-pyrimidin-2-ylamine and 2-chloroaniline provided the title compound (31% yield). 1H NMR (DMSO-d6) δ 1.19-1.22 (t, 3H, CH3), 4.0-4.1 (q, 2H, CH2), 6.0-6.30 (s, 2H, NH2), 6.65 (s, 1H, Ar), 7.05-7.29 (m, 4H, Ar), 7.316 (d, 1H, Ar) 7.354 (d, 1H, Ar) 7.90 (d, 1H, Ar) 8.8 (br s, 1H, NH). The reactants are C1(CCCC1)NC1=CC=CC=2N1N=C(C2C(\C=C\N(C)C)=O)C2=CC=C(C=C2)OC ((2E)-1-[7-(cyclopentylamino)-2-(4-methoxyphenyl)pyrazolo[1,5-α]pyridin-3-yl]-3-(dimethylamino)-2-propen-1-one), [N+](=O)([O-])[O-].C(C1=CC=CC=C1)(=O)C=1C=C(C=CC1)NC(=[NH2+])N (N-(3-benzoylphenyl)guanidinium nitrate), C([O-])([O-])=O.[K+].[K+] (potassium carbonate), CCOCC (ether). The solvent is CN(C=O)C (N,N-dimethylformamide), O (water). Run at temperature 140 celsius. Product: C1(CCCC1)NC1=CC=CC=2N1N=C(C2C2=NC(=NC=C2)NC2=C(C=CC=C2)C=2C=C(C=CC2)C=O)C2=CC=C(C=C2)OC (3-({(4-[7-(Cyclopentylamino)-2-(4methoxyphenyl)pyrazolo[1,5-α]pyridin-3-yl]-2-pyrimidinyl}amino)phenyl](phenyl)methanone). Isolated yield 62.0%. RXN SMILES: [CH:1]1([NH:6][C:7]2[N:12]3[N:13]=[C:14]([C:23]4[CH:28]=[CH:27][C:26]([O:29][CH3:30])=[CH:25][CH:24]=4)[C:15]([C:16](=O)/[CH:17]=[CH:18]/N(C)C)=[C:11]3[CH:10]=[CH:9][CH:8]=2)[CH2:5][CH2:4][CH2:3][CH2:2]1.[N+]([O-])([O-])=O.[C:35]([C:43]1C=[C:45]([NH:49][C:50]([NH2:52])=[NH2+:51])[CH:46]=[CH:47][CH:48]=1)(=O)[C:36]1[CH:41]=[CH:40][CH:39]=[CH:38][CH:37]=1.[C:53](=O)([O-])[O-:54].[K+].[K+].CCOCC>CN(C)C=O.O>[CH:1]1([NH:6][C:7]2[N:12]3[N:13]=[C:14]([C:23]4[CH:24]=[CH:25][C:26]([O:29][CH3:30])=[CH:27][CH:28]=4)[C:15]([C:16]4[CH:17]=[CH:18][N:51]=[C:50]([NH:49][C:45]5[CH:46]=[CH:47][CH:48]=[CH:43][C:35]=5[C:36]5[CH:37]=[C:38]([CH:53]=[O:54])[CH:39]=[CH:40][CH:41]=5)[N:52]=4)=[C:11]3[CH:10]=[CH:9][CH:8]=2)[CH2:2][CH2:3][CH2:4][CH2:5]1 |f:1.2,3.4.5|. Reported procedure: To a solution of (2E)-1-[7-(cyclopentylamino)-2-(4-methoxyphenyl)pyrazolo[1,5-α]pyridin-3-yl]-3-(dimethylamino)-2-propen-1-one (100 mg, 0.25 mmol) in N,N-dimethylformamide (5 mL) was added N-(3-benzoylphenyl)guanidinium nitrate (223 mg, 0.74 mmol) and potassium carbonate (102 mg, 0.74 mmol). The suspension was heated at 140 ° C. (bath temperature) for 18 hours. The mixture was cooled to room temperature, ether was added followed by water. The organic layer was washed with brine. The aqueous laye... Reactants: N1C=NC=2N=CNC2C1=O (hypoxanthine), CN(C1=CC=CC=C1)C (N,N-dimethylaniline), P(=O)(Cl)(Cl)Cl (phosphorus oxychloride). Run at time 8 hour. Yields the product Cl.ClC1=C2NC=NC2=NC=N1 (6-chloropurine hydrochloride). Yield: 99.0%. RXN SMILES: [NH:1]1[C:9](=O)[C:8]2[NH:7][CH:6]=[N:5][C:4]=2[N:3]=[CH:2]1.CN(C)C1C=CC=CC=1.P(Cl)(Cl)([Cl:22])=O>>[ClH:22].[Cl:22][C:9]1[N:1]=[CH:2][N:3]=[C:4]2[C:8]=1[NH:7][CH:6]=[N:5]2 |f:3.4|. Procedure: A mixture of 50 g (0.368 mole) of hypoxanthine, 120 ml. of N,N-dimethylaniline and 500 ml. of phosphorus oxychloride was refluxed for 20 minutes. Excess phosphorus oxychloride was removed by vacuum distillation with an external oil bath having a temperature below 70° C. and 1.0 liter of methylene chloride was added to the red oily residue. The red methylene chloride solution was cooled in an ice water bath and hydrogen chloride gas was bubbled through the solution until the solution turned a bri... Starting materials: CCO, CO, CCN(C(C)C)C(C)C, Cl, Cl, I, CSC(=N)NC(=O)c1nc(Cl)c(N)nc1N, NCCCCc1ccc(OCC(=O)Nc2ncc[nH]2)cc1. Yields the product NC(=NC(=O)c1nc(Cl)c(N)nc1N)NCCCCc1ccc(OCC(=O)Nc2ncc[nH]2)cc1. Reaction SMILES: [CH3:50][CH2:51][OH:52].[CH3:53][OH:54].[CH:24]([N:25]([CH:26]([CH3:27])[CH3:28])[CH2:29][CH3:30])([CH3:31])[CH3:32].[ClH:1].[ClH:2].[IH:33].[NH2:34][c:35]1[c:36]([C:43](=[O:44])[NH:45][C:46]([S:47][CH3:48])=[NH:49])[n:37][c:38]([Cl:42])[c:39]([NH2:41])[n:40]1.[NH2:3][CH2:4][CH2:5][CH2:6][CH2:7][c:8]1[cH:9][cH:10][c:11]([O:12][CH2:13][C:14](=[O:15])[NH:16][c:17]2[nH:18][cH:19][cH:20][n:21]2)[cH:22][cH:23]1>>[NH:3]([CH2:4][CH2:5][CH2:6][CH2:7][c:8]1[cH:9][cH:10][c:11]([O:12][CH2:13][C:14](=[O:15])[NH:16][c:17]2[n:18][cH:19][cH:20][nH:21]2)[cH:22][cH:23]1)[C:46](=[N:45][C:43]([c:36]1[c:35]([NH2:34])[n:40][c:39]([NH2:41])[c:38]([Cl:42])[n:37]1)=[O:44])[NH2:49]. The reactants are ClC=1C=C2C(=NC1)N(C=C2C2=NC=C(C(=N2)S(=O)C)F)S(=O)(=O)C2=CC=C(C=C2)C (5-chloro-3-(5-fluoro-4-methylsulfinyl-pyrimidin-2-yl)-1-(p-tolylsulfonyl)pyrrolo[2,3-b]pyridine), C(ON1C(CCC1=O)=O)(O[C@@H]1COCC1)=O ((s)-2,5-dioxopyrrolidin-1-yl tetrahydrofuran-3-yl carbonate), ClC=1C=C2C(=NC1)N(C=C2C2=NC=C(C(=N2)S(=O)C)F)S(=O)(=O)C2=CC=C(C=C2)C (5-chloro-3-(5-fluoro-4-methylsulfinyl-pyrimidin-2-yl)-1-(p-tolylsulfonyl)pyrrolo[2,3-b]pyridine), C1CCOC1 (THF), ClC=1C=C2C(=NC1)N(C=C2B2OC(C(O2)(C)C)(C)C)S(=O)(=O)C2=CC=C(C=C2)C (5-chloro-1-(p-tolylsulfonyl)-3-(4,4,5,5-tetramethyl-1,3,2-dioxaborolan-2-yl)pyrrolo[2,3-b]pyridine), FC(C(=O)O)(F)F (trifluoroacetic acid), C1CCOC1 (THF). Solvent: CCN(CC)CC (Et3N). The product is ClC=1C=C2C(=NC1)NC=C2C2=NC=C(C(=N2)N[C@@H]2C[C@@H](CCC2)NC(OC)=O)F (methyl N-[(1R,3S)-3-[[2-(5-chloro-1H-pyrrolo[2,3-b]pyridin-3-yl)-5-fluoro-pyrimidin-4-yl]amino]cyclohexyl]carbamate). Reaction SMILES: [Cl:1][C:2]1[CH:3]=[C:4]2[C:10]([C:11]3[N:16]=[C:15](S(C)=O)[C:14]([F:20])=[CH:13][N:12]=3)=[CH:9][N:8](S(C3C=CC(C)=CC=3)(=O)=O)[C:5]2=[N:6][CH:7]=1.ClC1C=C2C(B3OC(C)(C)C(C)(C)O3)=CN(S(C3C=CC(C)=CC=3)(=O)=O)C2=[N:36]C=1.FC(F)(F)[C:62]([OH:64])=O.C(=O)(O[C@H]1CCOC1)O[N:69]1[C:73](=O)[CH2:72][CH2:71][C:70]1=[O:75].[CH2:83]1[CH2:87]OC[CH2:84]1>CCN(CC)CC>[Cl:1][C:2]1[CH:3]=[C:4]2[C:10]([C:11]3[N:16]=[C:15]([NH:36][C@H:83]4[CH2:87][CH2:71][CH2:72][C@@H:73]([NH:69][C:70](=[O:75])[O:64][CH3:62])[CH2:84]4)[C:14]([F:20])=[CH:13][N:12]=3)=[CH:9][NH:8][C:5]2=[N:6][CH:7]=1. Reported procedure: 5-chloro-3-(5-fluoro-4-methylsulfinyl-pyrimidin-2-yl)-1-(p-tolylsulfonyl)pyrrolo[2,3-b]pyridine, THF; (b) CH2Cl2, trifluoroacetic acid; (c) acetyl chloride, Et3N, THF; (d) LiOH, 130° C., microwave.